Dataset: the Open Reaction Database (ORD), a public repository of structured organic reaction records. Task: describe an organic reaction: reactants, conditions, products, and yield The reactants are C(C)(=O)N1C(CC(C2=CC(=CC=C12)C(=O)O)NC1=CC=C(C=C1)N1CCOCC1)C (1-acetyl-4-[(4-morpholinophenyl)amino]-2-methyl-1,2,3,4-tetrahydroquinoline-6-carboxylic acid), Cl (HCl), C=1C=CC2=C(C1)N=NN2O.O (HOBt H2O), Cl.CON (methoxyamine hydrochloride), compound, C(O)([O-])=O.[Na+] (sodium hydrogen carbonate). Run in C(C)N(CC)CC (triethylamine), ClCCl (dichloromethane). Run at time 8 hour. The product is C(C)(=O)N1C(CC(C2=CC(=CC=C12)C(=O)NOC)NC1=CC=C(C=C1)N1CCOCC1)C (1-acetyl-4-[(4-morpholinophenyl)amino]-N -methoxy-2-methyl-1,2,3,4-tetrahydroquinoline-6-carboxamide). RXN SMILES: [C:1]([N:4]1[C:13]2[C:8](=[CH:9][C:10]([C:14]([OH:16])=O)=[CH:11][CH:12]=2)[CH:7]([NH:17][C:18]2[CH:23]=[CH:22][C:21]([N:24]3[CH2:29][CH2:28][O:27][CH2:26][CH2:25]3)=[CH:20][CH:19]=2)[CH2:6][CH:5]1[CH3:30])(=[O:3])[CH3:2].Cl.C1C=CC2N(O)N=NC=2C=1.O.Cl.[CH3:44][O:45][NH2:46].C(=O)([O-])O.[Na+]>ClCCl.C(N(CC)CC)C>[C:1]([N:4]1[C:13]2[C:8](=[CH:9][C:10]([C:14]([NH:46][O:45][CH3:44])=[O:16])=[CH:11][CH:12]=2)[CH:7]([NH:17][C:18]2[CH:19]=[CH:20][C:21]([N:24]3[CH2:25][CH2:26][O:27][CH2:28][CH2:29]3)=[CH:22][CH:23]=2)[CH2:6][CH:5]1[CH3:30])(=[O:3])[CH3:2] |f:2.3,4.5,6.7|. Procedure: 74 mg of 1-acetyl-4-[(4-morpholinophenyl)amino]-2-methyl-1,2,3,4-tetrahydroquinoline-6-carboxylic acid (compound of Step 3 of Example 111), 52 mg of WSCD.HCl, 37 mg of HOBt-H2O, and 45 mg of methoxyamine hydrochloride were dissolved in 2 mL of dichloromethane, and 76 μL of triethylamine was added to the solution. The mixture was stirred overnight at room temperature. After completion of the reaction, a saturated aqueous solution of sodium hydrogen carbonate was added to the mixture, and the mixt... Procedure: The (E)-2(R)-[1(S)-[(tetrahydro-2(RS)-pyranyloxy)carbamoyl]-4-phenyl-3-butenyl]-2′-(methanesulphonyl)-2′-(4-methoxybenzyl)-4-methylvalerohydrazide used as the starting material was prepared in an analogous manner to that described in Example 15, part (iii), starting from (E)-(2R)-[1(S)-[(tetrahydro-2(RS)-pyranyloxy)carbamoyl]-4-phenyl-3-butenyl]-2′-(methanesuophonyl)-4-methylvalerohydrazide by reaction with 4-methoxybenzyl bromide. RXN SMILES: O1CCCCC1[O:7][NH:8][C:9]([C@H:11]([C@@H:21]([CH2:39][CH:40]([CH3:42])[CH3:41])[C:22]([NH:24][N:25]([S:35]([CH3:38])(=[O:37])=[O:36])[CH2:26][C:27]1[CH:32]=[CH:31][C:30]([O:33][CH3:34])=[CH:29][CH:28]=1)=[O:23])[CH2:12]/[CH:13]=[CH:14]/[C:15]1[CH:20]=[CH:19][CH:18]=[CH:17][CH:16]=1)=[O:10].COC1C=CC(CBr)=CC=1>>[OH:7][NH:8][C:9]([C@H:11]([C@@H:21]([CH2:39][CH:40]([CH3:42])[CH3:41])[C:22]([NH:24][N:25]([S:35]([CH3:38])(=[O:37])=[O:36])[CH2:26][C:27]1[CH:32]=[CH:31][C:30]([O:33][CH3:34])=[CH:29][CH:28]=1)=[O:23])[CH2:12]/[CH:13]=[CH:14]/[C:15]1[CH:16]=[CH:17][CH:18]=[CH:19][CH:20]=1)=[O:10]. The reactants are O1C(CCCC1)ONC(=O)[C@@H](C\C=C\C1=CC=CC=C1)[C@H](C(=O)NN(CC1=CC=C(C=C1)OC)S(=O)(=O)C)CC(C)C ((E)-2(R)-[1(S)-[(tetrahydro-2(RS)-pyranyloxy)carbamoyl]-4-phenyl-3-butenyl]-2′-(methanesulphonyl)-2′-(4-methoxybenzyl)-4-methylvalerohydrazide), ( iii ), (E)-(2R)-[1(S)-[(tetrahydro-2(RS)-pyranyloxy)carbamoyl]-4-phenyl-3-butenyl]-2′-(methanesuophonyl)-4-methylvalerohydrazide, COC1=CC=C(CBr)C=C1 (4-methoxybenzyl bromide). Yields the product ONC(=O)[C@@H](C\C=C\C1=CC=CC=C1)[C@H](C(=O)NN(CC1=CC=C(C=C1)OC)S(=O)(=O)C)CC(C)C ((E)-2(R)-[1(S)-(Hydroxycarbamoyl)-4-phenyl-3-butenyl]-2′-(methanesulphonyl)-2′-(4-methoxybenzyl)-4-methylvalerohydrazide). The reactants are C(C)(=O)O[BH-](OC(C)=O)OC(C)=O.[Na+] (sodium triacetoxyborohydride), C(O)([O-])=O.[Na+] (sodium hydrogen carbonate), ClC=1C=CC2=C(CNCC=3N2C(=NN3)N3CCC(CC3)C3=NC=CC=C3)C1 (8-Chloro-1-(4-pyridin-2-ylpiperidin-1-yl)-5,6-dihydro-4H-[1,2,4]triazolo[4,3-a][1,4]benzodiazepine), C=O (formaldehyde), C(C)(=O)O[BH-](OC(C)=O)OC(C)=O.[Na+] (sodium triacetoxyborohydride). The solvent is ClCCl (dichloromethane). Run at time 5 hour. Yields the product ClC=1C=CC2=C(CN(CC=3N2C(=NN3)N3CCC(CC3)C3=NC=CC=C3)C)C1 (8-Chloro-5-methyl-1-(4-pyridin-2-ylpiperidin-1-yl)-5,6-dihydro-4H-[1,2,4]triazolo[4,3-a][1,4]benzodiazepine). RXN SMILES: [Cl:1][C:2]1[CH:3]=[CH:4][C:5]2[N:11]3[C:12]([N:15]4[CH2:20][CH2:19][CH:18]([C:21]5[CH:26]=[CH:25][CH:24]=[CH:23][N:22]=5)[CH2:17][CH2:16]4)=[N:13][N:14]=[C:10]3[CH2:9][NH:8][CH2:7][C:6]=2[CH:27]=1.C=O.[C:30](O[BH-](OC(=O)C)OC(=O)C)(=O)C.[Na+].C(=O)([O-])O.[Na+]>ClCCl>[Cl:1][C:2]1[CH:3]=[CH:4][C:5]2[N:11]3[C:12]([N:15]4[CH2:20][CH2:19][CH:18]([C:21]5[CH:26]=[CH:25][CH:24]=[CH:23][N:22]=5)[CH2:17][CH2:16]4)=[N:13][N:14]=[C:10]3[CH2:9][N:8]([CH3:30])[CH2:7][C:6]=2[CH:27]=1 |f:2.3,4.5|. Procedure: To a stirred solution of the compound from example 1 (100 mg, 0.26 mmol) in dichloromethane (3 mL) was added formaldehyde (37% aqueous solution, 142 μL, 1.75 mmol) followed by sodium triacetoxyborohydride (55 mg, 0.26 mmol). The solution was stirred for 5 hours at room temperature, then sodium triacetoxyborohydride (20 mg, 0.09 mmol) was added. After 10 minutes, saturated sodium hydrogen carbonate solution was added and the mixture was stirred vigorously for 5 minutes. The phases were separated ... The reactants are [N+](=O)([O-])C1=C(C=CC=C1)N1NCCN(CC1)CC1=CC=CC=C1 (Hexahydro-1-(2-nitrophenyl)-5-(phenylmethyl)-1H-1,2,5-triazepine), C(C)(=O)OCC (ethyl acetate). The reagents and catalysts are [Pd] (palladium on carbon). Run in COCCOC (1,2-dimethoxyethane). Product: C1(=CC=CC=C1)CN1CCN2N(C3=C(NC2=O)C=CC=C3)CC1 (2,3,4,5-Tetrahydro-3-(Phenylmethyl)-1H[1,2,5]Triazepino[1,2-a][1,2,4]Benzotriazine-7(8H)-One). RXN SMILES: [N+:1]([C:4]1[CH:9]=[CH:8][CH:7]=[CH:6][C:5]=1[N:10]1[CH2:16][CH2:15][N:14]([CH2:17][C:18]2[CH:23]=[CH:22][CH:21]=[CH:20][CH:19]=2)[CH2:13][CH2:12][NH:11]1)([O-])=O.[C:24](OCC)(=[O:26])C>COCCOC.[Pd]>[C:18]1([CH2:17][N:14]2[CH2:15][CH2:16][N:10]3[C:5]4[CH:6]=[CH:7][CH:8]=[CH:9][C:4]=4[NH:1][C:24](=[O:26])[N:11]3[CH2:12][CH2:13]2)[CH:23]=[CH:22][CH:21]=[CH:20][CH:19]=1. Procedure: Hexahydro-1-(2-nitrophenyl)-5-(phenylmethyl)-1H-1,2,5-triazepine (10.0 g) in 1,2-dimethoxyethane (250 ml) was hydrogenated at over 10% palladium on carbon (2.5 g) at room temperature and atmospheric pressure until theoretical uptake had been achieved. At this stage the reaction solution was colorless and t.l.c. on Alox-25 uv254 plates (Brinkmann) with ethyl acetate as developer showed a single component. The mixture was filtered through Celite and the filter pad washed with 1,2-dimethyloxyethane... Starting materials: C1(=CC=CC=C1)C=1CCN(CC1)CCCCC1=CNC2=CC=C(C=C12)CO (3-[4-(4-phenyl-1,2,3,6-tetrahydropyridyl)-butyl]-5-hydroxymethylindole), CCOCC (ether). Reagents/catalysts: O=[Mn]=O (MnO2), O=[Mn]=O (MnO2). Solvent: C1CCOC1 (THF). Run at time 100 hour. The product is C1(=CC=CC=C1)C=1CCN(CC1)CCCCC1=CNC2=CC=C(C=C12)C=O (3-[4-(4-phenyl-1,2,3,6-tetrahydropyridyl)-butyl]-5-formylindole). RXN SMILES: [C:1]1([C:7]2[CH2:8][CH2:9][N:10]([CH2:13][CH2:14][CH2:15][CH2:16][C:17]3[C:25]4[C:20](=[CH:21][CH:22]=[C:23]([CH2:26][OH:27])[CH:24]=4)[NH:19][CH:18]=3)[CH2:11][CH:12]=2)[CH:6]=[CH:5][CH:4]=[CH:3][CH:2]=1.CCOCC>C1COCC1.O=[Mn]=O>[C:1]1([C:7]2[CH2:12][CH2:11][N:10]([CH2:13][CH2:14][CH2:15][CH2:16][C:17]3[C:25]4[C:20](=[CH:21][CH:22]=[C:23]([CH:26]=[O:27])[CH:24]=4)[NH:19][CH:18]=3)[CH2:9][CH:8]=2)[CH:2]=[CH:3][CH:4]=[CH:5][CH:6]=1. Procedure details: 36 g of 3-[4-(4-phenyl-1,2,3,6-tetrahydropyridyl)-butyl]-5-hydroxymethylindole are dissolved in 1.6 liters of THF, and 300 ml of ether are added. 55 g of MnO2 are added with stirring. The mixture is stirred for 16 hours at 20°, a further 100 g of MnO2 are added in portions, and stirring is continued for a further 100 hours at 20°. Filtration and working up in the customary manner gives 3-[4-(4-phenyl-1,2,3,6-tetrahydropyridyl)-butyl]-5-formylindole, m.p. 131°. Starting materials: CC(C)(C)OC(=O)N1CCC(COC(=O)Cc2ccccc2)CC1, CO. Product: O=C(Cc1ccccc1)OCC1CCNCC1. Reaction SMILES: [C:1]([O:2][C:3](=[O:4])[N:8]1[CH2:9][CH2:10][CH:11]([CH2:14][O:15][C:16]([CH2:17][c:18]2[cH:19][cH:20][cH:21][cH:22][cH:23]2)=[O:24])[CH2:12][CH2:13]1)([CH3:5])([CH3:6])[CH3:7].[CH3:25][OH:26]>>[NH:8]1[CH2:9][CH2:10][CH:11]([CH2:14][O:15][C:16]([CH2:17][c:18]2[cH:19][cH:20][cH:21][cH:22][cH:23]2)=[O:24])[CH2:12][CH2:13]1. Reaction conditions: temperature 65 celsius, time 2 hour. As a reaction SMILES: [C:1]([C:5]1[CH:11]=[CH:10][C:8]([NH2:9])=[CH:7][CH:6]=1)([CH3:4])([CH3:3])[CH3:2].Cl.O1[CH2:18][CH2:17][O:16][CH2:15]C1.[CH:19]1[C:28]2[C:23](=[CH:24][CH:25]=[CH:26][CH:27]=2)[CH:22]=[N:21][N:20]=1>CO.CCOC(C)=O.O.N>[C:1]([C:5]1[CH:6]=[CH:7][C:8]([NH:9][C:19]2[C:28]3[C:23](=[CH:24][CH:25]=[CH:26][CH:27]=3)[C:22]([CH2:23][C:28]3[CH:19]=[N:20][C:17]([O:16][CH3:15])=[CH:18][CH:27]=3)=[N:21][N:20]=2)=[CH:10][CH:11]=1)([CH3:4])([CH3:2])[CH3:3] |f:1.2|. The reactants are C(C)(C)(C)C1=CC=C(N)C=C1 (4-tert-butyl-aniline), Cl.O1CCOCC1 (HCl dioxane), C1=NN=CC2=CC=CC=C12 (phthalazine). Product: C(C)(C)(C)C1=CC=C(NC2=NN=C(C3=CC=CC=C23)CC=2C=NC(=CC2)OC)C=C1 (1-(4-tert-Butyl-anilino)-4-[6-methoxy-(pyridin-3-yl)-methyl]-phthalazine). Reported procedure: Under N2 atmosphere, 0.40 g (2.7 mMol) of 4-tert-butyl-aniline and 0.62 ml 4 N HCl/dioxane are added to 750 mg (2.6 mMol) of 1-chloro-4-[6-methoxy-pyridin-3-yl)methyl]phthalazine in 11 ml of methanol, and the mixture is stirred for 2 h at 65° C. After cooling, the resulting yellow solution is diluted with EtOAc, 20 ml of water and 10 ml of 2.5% NH3 solution, and the aqueous phase is removed and extracted twice with EtOAc. The organic phases are washed with water and brine, dried and partially ev... Run in CO (methanol), CCOC(=O)C (EtOAc), O (water), N (NH3).